Dataset: the Open Reaction Database (ORD), a public repository of structured organic reaction records. Task: describe an organic reaction: reactants, conditions, products, and yield The reactants are CCOC(=O)C1C(c2ccc3c(c2)OCO3)c2ccccc2C1c1ccccc1OC, C1CCOC1, CCO, [K+], [OH-]. The product is COc1ccccc1C1c2ccccc2C(c2ccc3c(c2)OCO3)C1C(=O)O. As a reaction SMILES: [CH2:1]([CH3:2])[O:3][C:4](=[O:5])[CH:6]1[CH:7]([c:24]2[c:25]([O:30][CH3:31])[cH:26][cH:27][cH:28][cH:29]2)[c:8]2[cH:9][cH:10][cH:11][cH:12][c:13]2[CH:14]1[c:15]1[cH:16][c:17]2[c:18]([cH:19][cH:20]1)[O:21][CH2:22][O:23]2.[CH2:32]1[O:33][CH2:34][CH2:35][CH2:36]1.[CH3:39][CH2:40][OH:41].[K+:38].[OH-:37]>>[O:3]=[C:4]([OH:5])[CH:6]1[CH:7]([c:24]2[c:25]([O:30][CH3:31])[cH:26][cH:27][cH:28][cH:29]2)[c:8]2[cH:9][cH:10][cH:11][cH:12][c:13]2[CH:14]1[c:15]1[cH:16][c:17]2[c:18]([cH:19][cH:20]1)[O:21][CH2:22][O:23]2. Starting materials: ClC1=NC2=C(C=CC=C2C=C1)C1=CC=2C(NCCC2N1)=O (2-(2-chloroquinolin-8-yl)-6,7-dihydro-1H-pyrrolo[3,2-c]pyridin-4(5H)-one), FC1=C(C(=CC=C1)F)O (2,6-difluorophenol). Conditions: temperature 120 celsius. Yields the product FC1=C(OC2=NC3=C(C=CC=C3C=C2)C2=CC=3C(NCCC3N2)=O)C(=CC=C1)F (2-(2-(2,6-difluorophenoxy)quinolin-8-yl)-6,7-dihydro-1H-pyrrolo[3,2-c]pyridin-4(5H)-one). The yield is 54.0%. RXN SMILES: Cl[C:2]1[CH:11]=[CH:10][C:9]2[C:4](=[C:5]([C:12]3[NH:20][C:19]4[CH2:18][CH2:17][NH:16][C:15](=[O:21])[C:14]=4[CH:13]=3)[CH:6]=[CH:7][CH:8]=2)[N:3]=1.[F:22][C:23]1[CH:28]=[CH:27][CH:26]=[C:25]([F:29])[C:24]=1[OH:30]>>[F:22][C:23]1[CH:28]=[CH:27][CH:26]=[C:25]([F:29])[C:24]=1[O:30][C:2]1[CH:11]=[CH:10][C:9]2[C:4](=[C:5]([C:12]3[NH:20][C:19]4[CH2:18][CH2:17][NH:16][C:15](=[O:21])[C:14]=4[CH:13]=3)[CH:6]=[CH:7][CH:8]=2)[N:3]=1. Procedure: Prepared in a manner similar to that described in Example 79 using 2-(2-chloroquinolin-8-yl)-6,7-dihydro-1H-pyrrolo[3,2-c]pyridin-4(5H)-one (Example 1; 61 mg, 0.205 mmol) and 2,6-difluorophenol (133 mg, 1.024 mmol, Aldrich) and heating at 120° C. for 5 min in a microwave (Biotage Initiator). Purification by silica gel (100% DCM to 20% MeOH/DCM) provided 2-(2-(2,6-difluorophenoxy)quinolin-8-yl)-6,7-dihydro-1H-pyrrolo[3,2-c]pyridin-4(5H)-one (54% yield). 1H NMR (400 MHz, DMSO-d6) δ ppm 2.51-2.57 (...